Dataset: the Open Reaction Database (ORD), a public repository of structured organic reaction records. Task: describe an organic reaction: reactants, conditions, products, and yield Reactants: N#Cc1ccc(N)c(Cl)c1, O, Cc1ccc(S(=O)(=O)Cl)cc1, c1ccncc1. Yields the product Cc1ccc(S(=O)(=O)Nc2ccc(C#N)cc2Cl)cc1. As a reaction SMILES: [NH2:1][c:2]1[c:3]([Cl:10])[cH:4][c:5]([C:6]#[N:7])[cH:8][cH:9]1.[OH2:22].[c:11]1([CH3:21])[cH:12][cH:13][c:14]([S:17](=[O:18])(=[O:19])[Cl:20])[cH:15][cH:16]1.[cH:23]1[cH:24][cH:25][n:26][cH:27][cH:28]1>>[NH:1]([c:2]1[c:3]([Cl:10])[cH:4][c:5]([C:6]#[N:7])[cH:8][cH:9]1)[S:17]([c:14]1[cH:13][cH:12][c:11]([CH3:21])[cH:16][cH:15]1)(=[O:18])=[O:19].